From a dataset of the Open Reaction Database (ORD), a public repository of structured organic reaction records. describe an organic reaction: reactants, conditions, products, and yield Starting materials: C[Al](C)C, Cc1ccccc1, COC(=O)c1ccc(O)c(NC(=O)COc2ccc(C34CC5CC(CC(C5)C3)C4)cc2)c1, [Cl-], Cl, [NH4+]. RXN SMILES: [CH3:3][Al:4]([CH3:5])[CH3:6].[CH3:40][c:41]1[cH:42][cH:43][cH:44][cH:45][cH:46]1.[CH3:7][O:8][C:9]([c:10]1[cH:11][c:12]([NH:17][C:18]([CH2:19][O:20][c:21]2[cH:22][cH:23][c:24]([C:27]34[CH2:28][CH:29]5[CH2:30][CH:31]([CH2:32][CH:33]([CH2:34]3)[CH2:35]5)[CH2:36]4)[cH:25][cH:26]2)=[O:37])[c:13]([OH:16])[cH:14][cH:15]1)=[O:38].[Cl-:1].[ClH:39].[NH4+:2]>>[NH2:2][C:9]([c:10]1[cH:11][c:12]([NH:17][C:18]([CH2:19][O:20][c:21]2[cH:22][cH:23][c:24]([C:27]34[CH2:28][CH:29]5[CH2:30][CH:31]([CH2:32][CH:33]([CH2:34]3)[CH2:35]5)[CH2:36]4)[cH:25][cH:26]2)=[O:37])[c:13]([OH:16])[cH:14][cH:15]1)=[O:38]. The product is NC(=O)c1ccc(O)c(NC(=O)COc2ccc(C34CC5CC(CC(C5)C3)C4)cc2)c1. Starting materials: CC(C)=O, COC(COc1ccc2ncccc2c1)OC, Cl. Product: O=CCOc1ccc2ncccc2c1. Reaction SMILES: [CH3:19][C:20](=[O:21])[CH3:22].[CH3:1][O:2][CH:3]([CH2:4][O:5][c:6]1[cH:7][c:8]2[cH:9][cH:10][cH:11][n:12][c:13]2[cH:14][cH:15]1)[O:16][CH3:17].[ClH:18]>>[O:2]=[CH:3][CH2:4][O:5][c:6]1[cH:7][c:8]2[cH:9][cH:10][cH:11][n:12][c:13]2[cH:14][cH:15]1. Reactants: C1(=CC=C(C=C1)S(=O)(=O)Cl)C (p-Toluenesulfonyl chloride), Cl (HCl), ClC=1C=C(C(=O)OO)C=CC1 (3-Chloroperoxybenzoic acid), FC=1C=CC(=C(C1)C(C)=O)OC[C@@H]1OC1 (1-[5-fluoro-2-((R)-1-oxiranylmethoxy)-phenyl]-ethanone), [OH-].[Na+] (NaOH). Reaction SMILES: ClC1C=C(C=CC=1)C(OO)=[O:6].F[C:13]1[CH:14]=[CH:15][C:16]([O:22][CH2:23][C@H:24]2[CH2:26][O:25]2)=[C:17](C(=O)C)[CH:18]=1.[OH-].[Na+].[C:29]1([CH3:39])[CH:34]=[CH:33][C:32]([S:35](Cl)(=[O:37])=[O:36])=[CH:31][CH:30]=1.Cl>ClCCl.N1C=CC=CC=1>[O:6]1[C:17]2[CH:18]=[CH:13][CH:14]=[CH:15][C:16]=2[O:22][CH2:23][C@@H:24]1[CH2:26][O:25][S:35]([C:32]1[CH:33]=[CH:34][C:29]([CH3:39])=[CH:30][CH:31]=1)(=[O:37])=[O:36] |f:2.3|. Isolated yield 66.4%. Procedure details: 3-Chloroperoxybenzoic acid (4.19 g, 17.00 mmol) was added in small portions to 1-[5-fluoro-2-((R)-1-oxiranylmethoxy)-phenyl]-ethanone (2.55 g, 12.13 mmol) in dichloromethane (13 ml) and the reaction mixture was refluxed for 24 hours. The cooled reaction mixture was washed twice with 10% NaHCO3 solution, once with aq NaOH solution and evaporated to dryness. 2M NaOH (10.9 ml, 21.84 mmol) was added to the evaporation residue and the mixture was heated to reflux for 1 hour. The cooled reaction mixtu... The solvent is N1=CC=CC=C1 (pyridine), ClCCl (dichloromethane). The product is O1[C@H](COC2=C1C=CC=C2)COS(=O)(=O)C2=CC=C(C=C2)C (Toluene-4-sulfonic acid (R)-1-(2,3-dihydro-benzo[1,4]dioxin-2-yl)methyl ester). Starting materials: CSCCC(CS(=O)(=O)[O-])NC(=O)OC(C)(C)C, Cl, [Na+], O. Product: Cl, CSCCC(N)CS(=O)(=O)O. As a reaction SMILES: [C:1]([O:2][C:3](=[O:4])[NH:8][CH:9]([CH2:10][S:11](=[O:12])(=[O:13])[O-:14])[CH2:15][CH2:16][S:17][CH3:18])([CH3:5])([CH3:6])[CH3:7].[ClH:20].[Na+:19].[OH2:21]>>[ClH:20].[NH2:8][CH:9]([CH2:10][S:11](=[O:12])(=[O:13])[OH:14])[CH2:15][CH2:16][S:17][CH3:18].